Dataset: the Open Reaction Database (ORD), a public repository of structured organic reaction records. Task: describe an organic reaction: reactants, conditions, products, and yield Reactants: CC(=O)NCCN(CCC12CC3CC(CC(C3)C1)C2)C(=O)NCCCc1ccncc1, CO, ClC(Cl)Cl, Cl, [Na+], [OH-], O. Yields the product NCCN(CCC12CC3CC(CC(C3)C1)C2)C(=O)NCCCc1ccncc1. Reaction SMILES: [C:2](=[O:3])([CH3:4])[NH:5][CH2:6][CH2:7][N:8]([C:9](=[O:10])[NH:11][CH2:12][CH2:13][CH2:14][c:15]1[cH:16][cH:17][n:18][cH:19][cH:20]1)[CH2:21][CH2:22][C:23]12[CH2:24][CH:25]3[CH2:26][CH:27]([CH2:28][CH:29]([CH2:30]1)[CH2:31]3)[CH2:32]2.[CH3:39][OH:40].[CH:35]([Cl:36])([Cl:37])[Cl:38].[ClH:1].[Na+:34].[OH-:33].[OH2:41]>>[NH2:5][CH2:6][CH2:7][N:8]([C:9](=[O:10])[NH:11][CH2:12][CH2:13][CH2:14][c:15]1[cH:16][cH:17][n:18][cH:19][cH:20]1)[CH2:21][CH2:22][C:23]12[CH2:24][CH:25]3[CH2:26][CH:27]([CH2:28][CH:29]([CH2:30]1)[CH2:31]3)[CH2:32]2.